The task is: describe an organic reaction: reactants, conditions, products, and yield. This data is from the Open Reaction Database (ORD), a public repository of structured organic reaction records. The reactants are Cc1ccc(N2CCNCC2)cc1C, CCN(C(C)C)C(C)C, Cc1ccc(-c2cc(CCC=O)nn2-c2ccccc2)cc1. Product: Cc1ccc(-c2cc(CCCN3CCN(c4ccc(C)c(C)c4)CC3)nn2-c2ccccc2)cc1. RXN SMILES: [CH3:23][c:24]1[cH:25][c:26]([N:31]2[CH2:32][CH2:33][NH:34][CH2:35][CH2:36]2)[cH:27][cH:28][c:29]1[CH3:30].[CH:37]([N:38]([CH2:39][CH3:40])[CH:41]([CH3:42])[CH3:43])([CH3:44])[CH3:45].[c:1]1(-[n:7]2[n:8][c:9]([CH2:19][CH2:20][CH:21]=[O:22])[cH:10][c:11]2-[c:12]2[cH:13][cH:14][c:15]([CH3:18])[cH:16][cH:17]2)[cH:2][cH:3][cH:4][cH:5][cH:6]1>>[c:1]1(-[n:7]2[n:8][c:9]([CH2:19][CH2:20][CH2:21][N:34]3[CH2:33][CH2:32][N:31]([c:26]4[cH:25][c:24]([CH3:23])[c:29]([CH3:30])[cH:28][cH:27]4)[CH2:36][CH2:35]3)[cH:10][c:11]2-[c:12]2[cH:13][cH:14][c:15]([CH3:18])[cH:16][cH:17]2)[cH:2][cH:3][cH:4][cH:5][cH:6]1.